This data is from the Open Reaction Database (ORD), a public repository of structured organic reaction records. The task is: describe an organic reaction: reactants, conditions, products, and yield The reactants are ClC=1C=C(C(=O)C2=CC=C(C(=O)N3CC4=C(CC3)C=CO4)C=C2)C=CC1 (6-[4-(3-chlorobenzoyl)benzoyl]-4,5,6,7-tetrahydrofuro[2,3-c]pyridine), CNC (dimethylamine), C=O (formaldehyde). The solvent is C(C)(=O)O (acetic acid). Conditions: temperature 100 celsius, time 60 minute. The product is CN(C)CC1=CC2=C(CN(CC2)C(C2=CC=C(C=C2)C(C2=CC(=CC=C2)Cl)=O)=O)O1 (N,N-dimethyl-[6-[4-(3-chlorobenzoyl)benzoyl]-4,5,6,7-tetrahydrofuro[2,3-c]pyridin-2-ylmethyl]amine). As a reaction SMILES: [Cl:1][C:2]1[CH:3]=[C:4]([CH:24]=[CH:25][CH:26]=1)[C:5]([C:7]1[CH:23]=[CH:22][C:10]([C:11]([N:13]2[CH2:18][CH2:17][C:16]3[CH:19]=[CH:20][O:21][C:15]=3[CH2:14]2)=[O:12])=[CH:9][CH:8]=1)=[O:6].[CH3:27][NH:28][CH3:29].[CH2:30]=O>C(O)(=O)C>[CH3:27][N:28]([CH2:30][C:20]1[O:21][C:15]2[CH2:14][N:13]([C:11](=[O:12])[C:10]3[CH:22]=[CH:23][C:7]([C:5](=[O:6])[C:4]4[CH:24]=[CH:25][CH:26]=[C:2]([Cl:1])[CH:3]=4)=[CH:8][CH:9]=3)[CH2:18][CH2:17][C:16]=2[CH:19]=1)[CH3:29]. Procedure details: To a solution of 0.240 g (0.656 mmol) of 6-[4-(3-chlorobenzoyl)benzoyl]-4,5,6,7-tetrahydrofuro[2,3-c]pyridine in 10 ml of acetic acid, 0.089 ml (0.984 mmol) of 50% aqueous dimethylamine and 0.080 ml (0.984 mmol) of 37% aqueous formaldehyde were added, followed by stirring at 100° C. for 60 minutes. After the solvent was distilled off under reduced pressure, the residual solution was alkalified with 5% aqueous sodium hydrogen carbonate and extracted with dichloromethane 2 times. The combined orga... Starting materials: C(C)(C)NC(C)C (diisopropylamine), C(CCC)[Li] (n-butyl lithium), [NH4+].[Cl-] (NH4Cl), C(OCC)(OCC)=O (diethyl carbonate), BrC1=CC(=C(C(=O)O)C=C1C)C (4-bromo-2,5-dimethylbenzoic acid). Run in CCCCCC (hexane), O1CCCC1 (tetrahydrofuran), C(C)(=O)O (acetic acid), O1CCCC1 (tetrahydrofuran). Reaction conditions: temperature -78 celsius. Yields the product BrC1=CC(=C(C(=O)O)C=C1C)CC(=O)OCC (4-bromo-2-ethoxycarbonylmethyl-5-methyl-benzoic acid). Reaction SMILES: [C:1](=[O:8])([O:5][CH2:6][CH3:7])OCC.[Br:9][C:10]1[C:18]([CH3:19])=[CH:17][C:13]([C:14]([OH:16])=[O:15])=[C:12]([CH3:20])[CH:11]=1.C(NC(C)C)(C)C.C([Li])CCC.[NH4+].[Cl-]>O1CCCC1.CCCCCC.C(O)(=O)C>[Br:9][C:10]1[C:18]([CH3:19])=[CH:17][C:13]([C:14]([OH:16])=[O:15])=[C:12]([CH2:20][C:1]([O:5][CH2:6][CH3:7])=[O:8])[CH:11]=1 |f:4.5|. Reported procedure: A solution of 1.7 ml (14 mmol) of diethyl carbonate and 2.3 g (10 mmol) of 4-bromo-2,5-dimethylbenzoic acid in 15 ml tetrahydrofuran is added dropwise, over 2.5 hours, to a solution cooled to −78° C., prepared from 4.2 ml (30 mmol) of diisopropylamine and 19 ml of a 1.6 molar n-butyl lithium solution in hexane, in 35 ml tetrahydrofuran. Then it is heated to 0° C., poured into 200 ml of 3% NH4Cl solution, adjusted to pH 6 with acetic acid and extracted with ethyl acetate. The ethyl acetate phase ...